Dataset: the Open Reaction Database (ORD), a public repository of structured organic reaction records. Task: describe an organic reaction: reactants, conditions, products, and yield Reactants: OC1=C(C(=S)C2=CC=C(C=C2)C2=CC=CC=C2)C=CC(=C1)OCCO (2-hydroxy-4-(2-hydroxyethyloxy)-4′-phenylthiobenzophenone), C(CCCCCCCCC(=O)O)(=O)O (sebacic acid). The product is C(CCCCCCCCC(=O)OCCOC1=CC(=C(C=C1)C(C1=CC=C(C=C1)C1=CC=CC=C1)=S)O)(=O)OCCOC1=CC(=C(C=C1)C(C1=CC=C(C=C1)C1=CC=CC=C1)=S)O (bis-[3-Hydroxy-4-(4-phenylthiobenzoyl)phenoxyethyl] Sebacate). As a reaction SMILES: [OH:1][C:2]1[CH:21]=[C:20]([O:22][CH2:23][CH2:24][OH:25])[CH:19]=[CH:18][C:3]=1[C:4]([C:6]1[CH:11]=[CH:10][C:9]([C:12]2[CH:17]=[CH:16][CH:15]=[CH:14][CH:13]=2)=[CH:8][CH:7]=1)=[S:5].[C:26]([OH:39])(=O)[CH2:27][CH2:28][CH2:29][CH2:30][CH2:31][CH2:32][CH2:33][CH2:34][C:35]([OH:37])=[O:36]>>[C:35]([O:37][CH2:24][CH2:23][O:22][C:20]1[CH:19]=[CH:18][C:3]([C:4](=[S:5])[C:6]2[CH:11]=[CH:10][C:9]([C:12]3[CH:13]=[CH:14][CH:15]=[CH:16][CH:17]=3)=[CH:8][CH:7]=2)=[C:2]([OH:1])[CH:21]=1)(=[O:36])[CH2:34][CH2:33][CH2:32][CH2:31][CH2:30][CH2:29][CH2:28][CH2:27][C:26]([O:25][CH2:24][CH2:23][O:22][C:20]1[CH:19]=[CH:18][C:3]([C:4](=[S:5])[C:6]2[CH:11]=[CH:10][C:9]([C:12]3[CH:17]=[CH:16][CH:15]=[CH:14][CH:13]=3)=[CH:8][CH:7]=2)=[C:2]([OH:1])[CH:21]=1)=[O:39]. Procedure details: Following the general procedure of Example 13 or Example 17, the title compound is prepared by reacting an equivalent amount of the alcohol compound of Example 7 with a half equivalent amount of sebacic acid.